Task: describe an organic reaction: reactants, conditions, products, and yield. Dataset: the Open Reaction Database (ORD), a public repository of structured organic reaction records The reactants are C([O-])([O-])=O.[Na+].[Na+] (Sodium carbonate), O (H2O), CI (methyl iodide), FC1=C(C(=O)C=2N(C=CC2)NC(OCC)=O)C=CC=C1 ([2-(2-fluorobenzoyl)-1H-pyrrol-1-yl]-carbamic acid, ethyl ester). The solvent is CN(C)C=O (DMF). Conditions: time 72 hour. Product: FC1=C(C(=O)C=2N(C=CC2)N(C(OCC)=O)C)C=CC=C1 ([2-(2-Fluorobenzoyl)-1H-pyrrol-1-yl]-methyl-carbamic acid, ethyl ester). The yield is 99.5%. RXN SMILES: [C:1](=O)([O-])[O-].[Na+].[Na+].CI.[F:9][C:10]1[CH:28]=[CH:27][CH:26]=[CH:25][C:11]=1[C:12]([C:14]1[N:15]([NH:19][C:20](=[O:24])[O:21][CH2:22][CH3:23])[CH:16]=[CH:17][CH:18]=1)=[O:13].O>CN(C=O)C>[F:9][C:10]1[CH:28]=[CH:27][CH:26]=[CH:25][C:11]=1[C:12]([C:14]1[N:15]([N:19]([CH3:1])[C:20](=[O:24])[O:21][CH2:22][CH3:23])[CH:16]=[CH:17][CH:18]=1)=[O:13] |f:0.1.2|. Procedure details: Sodium carbonate (22.4 g, 0.21 mol), methyl iodide (30 g, 0.21 mol), and [2-(2-fluorobenzoyl)-1H-pyrrol-1-yl]-carbamic acid, ethyl ester (25.4 g, 0.09 mol) were combined in 100 ml of dry DMF with stirring at ambient temperature. After 72 hours, the mixture was poured into 800 ml of H2O and extracted with three 250 ml portions of DCM. The combined extracts were washed with H2O and brine, dried (MgSO4), filtered and evaporated to an oil. This oil was purified by HPLC (silica, DCM) to give 26 g (97... Starting materials: ClC(=O)OCC (ethyl chloroformate), N1C2=C(C(C(=C1)C(=O)O)=O)CCC2 (4,5,6,7-tetrahydro-1H-cyclopenta[b]pyridin-4-one-3-carboxylic acid), CN(C)C=O (DMF), TEA, COC1=CC=C(CN)C=C1 (4-methoxybenzylamine). Reaction conditions: temperature 90 celsius. Run in C1CCOC1 (THF), O (H2O). Isolated yield 48.9%. Procedure: A quantity of 100 mg (0.61 mmole, 1.0 eq) of 4,5,6,7-tetrahydro-1H-cyclopenta[b]pyridin-4-one-3-carboxylic acid is dissolved in 5 mL THF and 1 mL DMF and treated at 0° C. with 0.18 mL (1.2 mmole, 2.2 eq) TEA followed by 0.12 mL (1.2 mmole, 2.2 eq) of ethyl chloroformate. The resulting solution is stirred for 30 min. at which time 0.17 mL (1.2 mmole, 2.2 eq) of 4-methoxybenzylamine is added. The solution is allowed to warm to room temperature for 1 hr before the addition of 20 mL of H2O, the THF ... As a reaction SMILES: [NH:1]1[CH:6]=[C:5]([C:7]([OH:9])=O)[C:4](=[O:10])[C:3]2[CH2:11][CH2:12][CH2:13][C:2]1=2.CN(C=O)C.ClC(OCC)=O.[CH3:25][O:26][C:27]1[CH:34]=[CH:33][C:30]([CH2:31][NH2:32])=[CH:29][CH:28]=1>C1COCC1.O>[CH3:25][O:26][C:27]1[CH:34]=[CH:33][C:30]([CH2:31][NH:32][C:7]([C:5]2[C:4](=[O:10])[C:3]3[CH2:11][CH2:12][CH2:13][C:2]=3[NH:1][CH:6]=2)=[O:9])=[CH:29][CH:28]=1. Yields the product COC1=CC=C(CNC(=O)C=2C(C3=C(NC2)CCC3)=O)C=C1 (N-(4-Methoxybenzyl)-4,5,6,7-tetrahydro-1H-cyclopenta[b]pyridin-4-one-3-carboxamide). Starting materials: COC1=C(CN(S(=O)(=O)C2=C(C=C(C(=C2)F)O[C@H]2[C@H](CCCC2)C2=CC=CC=C2)F)C2=NC=NS2)C=CC(=C1)OC (N-(2,4-dimethoxybenzyl)-2,5-difluoro-4-{[(1R*,2R*)-2-phenylcyclohexyl]oxy}-N-(1,2,4-thiadiazol-5-yl)benzenesulfonamide), C(C)[SiH](CC)CC (triethylsilane), FC(C(=O)O)(F)F (trifluoroacetic acid). The solvent is ClCCl (dichloromethane). Yields the product FC1=C(C=C(C(=C1)O[C@H]1[C@H](CCCC1)C1=CC=CC=C1)F)S(=O)(=O)NC1=NC=NS1 (2,5-Difluoro-4-{[(1R*,2R*)-2-phenylcyclohexyl]oxy}-N-(1,2,4-thiadiazol-5-yl)benzenesulfonamide). Yield: 112.2%. As a reaction SMILES: COC1C=C(OC)C=CC=1C[N:6]([C:31]1[S:35][N:34]=[CH:33][N:32]=1)[S:7]([C:10]1[CH:15]=[C:14]([F:16])[C:13]([O:17][C@@H:18]2[CH2:23][CH2:22][CH2:21][CH2:20][C@@H:19]2[C:24]2[CH:29]=[CH:28][CH:27]=[CH:26][CH:25]=2)=[CH:12][C:11]=1[F:30])(=[O:9])=[O:8].C([SiH](CC)CC)C.FC(F)(F)C(O)=O>ClCCl>[F:30][C:11]1[CH:12]=[C:13]([O:17][C@@H:18]2[CH2:23][CH2:22][CH2:21][CH2:20][C@@H:19]2[C:24]2[CH:25]=[CH:26][CH:27]=[CH:28][CH:29]=2)[C:14]([F:16])=[CH:15][C:10]=1[S:7]([NH:6][C:31]1[S:35][N:34]=[CH:33][N:32]=1)(=[O:9])=[O:8]. Procedure: The reaction and aftertreatment were conducted in the same manner as in Example 1b by using the N-(2,4-dimethoxybenzyl)-2,5-difluoro-4-{[(1R*,2R*)-2-phenylcyclohexyl]oxy}-N-(1,2,4-thiadiazol-5-yl)benzenesulfonamide (53.0 mg, 0.088 mmol) prepared in Example 3a, triethylsilane (0.10 mL), trifluoroacetic acid (1.0 mL) and dichloromethane (1.0 mL), to yield the title compound (44.6 mg, 99%) as a colorless solid.